Dataset: the Open Reaction Database (ORD), a public repository of structured organic reaction records. Task: describe an organic reaction: reactants, conditions, products, and yield The reactants are CC(C)(C)[O-], CC(C)(C)O, N=C(NOCC(Cl)CN1CCCCC1)c1cccnc1, Cl, Cl, [K+]. The product is c1cncc(C2=NOCC(CN3CCCCC3)N2)c1. As a reaction SMILES: [CH3:23][C:24]([CH3:25])([O-:26])[CH3:27].[CH3:29][C:30]([OH:31])([CH3:32])[CH3:33].[Cl:3][CH:4]([CH2:5][O:6][NH:7][C:8](=[NH:9])[c:10]1[cH:11][n:12][cH:13][cH:14][cH:15]1)[CH2:16][N:17]1[CH2:18][CH2:19][CH2:20][CH2:21][CH2:22]1.[ClH:1].[ClH:2].[K+:28]>>[CH:4]1([CH2:16][N:17]2[CH2:18][CH2:19][CH2:20][CH2:21][CH2:22]2)[CH2:5][O:6][N:7]=[C:8]([c:10]2[cH:11][n:12][cH:13][cH:14][cH:15]2)[NH:9]1. The reactants are C(Cl)(Cl)Cl (chloroform), CNCC(=O)NCC1CC=2C(=C3C=CC(NC3=C(C2)C)=O)O1 (2-(N-Methylglycyl)aminomethyl-5-methyl-2,3,6,7-tetrahydrofuro-[2,3-f]quinoline-7-one), [H][H] (hydrogen), resultant residue, CO (methanol). Isolated yield 65.0%. Reagents/catalysts: [Pd] (palladium-on-carbon). Procedure details: The compound obtained in Example 233 (1.2 g, 3.5 mmol) was dissolved in water (40 ml). To the obtained solution, 10% palladium-on-carbon (1.3 g) was added, followed by stirring at 80° C. for 12 hours in the atmosphere of hydrogen. The reaction mixture was filtered, and the filtrate was condensed under reduced pressure. The resultant residue was subjected to a recrystallizing procedure using chloroform--methanol--ether to obtain 690 mg of the title compound as colorless powdery crystals (58.0%). As a reaction SMILES: [CH3:1][NH:2][CH2:3][C:4]([NH:6][CH2:7][CH:8]1[O:22][C:11]2=[C:12]3[C:17](=[C:18]([CH3:20])[CH:19]=[C:10]2[CH2:9]1)[NH:16][C:15](=[O:21])[CH:14]=[CH:13]3)=[O:5].[H][H].C(Cl)(Cl)Cl.CO>O.[Pd].CCOCC>[CH3:1][NH:2][CH2:3][C:4]([NH:6][CH2:7][CH:8]1[O:22][C:11]2=[C:12]3[C:17](=[C:18]([CH3:20])[CH:19]=[C:10]2[CH2:9]1)[NH:16][C:15](=[O:21])[CH2:14][CH2:13]3)=[O:5]. Solvent: O (water), CCOCC (ether). The product is CNCC(=O)NCC1CC=2C(=C3CCC(NC3=C(C2)C)=O)O1 (2-(N-Methylglycyl)aminomethyl-2,3,6,7,8,9-hexahydro-5-methylfuro-[2,3-f]quinoline-7-one). The reactants are OC1=C2C=CNC2=CC=C1 (4-hydroxyindole), C(C)OC(C(=CC1=C(C=CC(=C1)OC)OC)C#N)=O (3-(2,5-dimethoxyphenyl)-2-cyano-acrylic acid ethyl ester). Yields the product C(#N)C1C(OC2=C3C(C=CC2=C1C1=C(C=CC(=C1)OC)OC)=NC=C3)=O (3-Cyano-4-(2,5-dimethoxyphenyl)-2-oxo-2H-pyrrolo[2,3-h]chromene). Yield: 2.6%. Reaction SMILES: [OH:1][C:2]1[CH:10]=[CH:9][CH:8]=[C:7]2[C:3]=1[CH:4]=[CH:5][NH:6]2.C([O:13][C:14](=O)[C:15]([C:27]#[N:28])=[CH:16][C:17]1[CH:22]=[C:21]([O:23][CH3:24])[CH:20]=[CH:19][C:18]=1[O:25][CH3:26])C>>[C:27]([CH:15]1[C:16]([C:17]2[CH:22]=[C:21]([O:23][CH3:24])[CH:20]=[CH:19][C:18]=2[O:25][CH3:26])=[C:10]2[C:2](=[C:3]3[CH:4]=[CH:5][N:6]=[C:7]3[CH:8]=[CH:9]2)[O:1][C:14]1=[O:13])#[N:28]. Procedure: The title compound was prepared from 4-hydroxyindole and 3-(2,5-dimethoxyphenyl)-2-cyano-acrylic acid ethyl ester by a procedure similar to that described for Example 16 in 2.6% yield. 1H NMR (CDCl3): 8.64 (s, 1H), 7.33-7.31 (m, 1H), 7.29-7.24 (m, 1H), 7.10-7.01 (m, 4H), 6.83-6.82 (m, 1H), 3.82 (s, 3H), 3.77 (s, 3H).